This data is from the Open Reaction Database (ORD), a public repository of structured organic reaction records. The task is: describe an organic reaction: reactants, conditions, products, and yield Starting materials: COc1ccccc1, CCn1c(=O)c(-c2cc(NC(=O)Nc3cc(C)cc(F)c3)c(F)cc2Cl)cc2cnc(N(C)Cc3ccc(OC)cc3)cc21, O=C(O)C(F)(F)F. Product: CCn1c(=O)c(-c2cc(NC(=O)Nc3cc(C)cc(F)c3)c(F)cc2Cl)cc2cnc(NC)cc21. As a reaction SMILES: [CH3:45][O:46][c:47]1[cH:48][cH:49][cH:50][cH:51][cH:52]1.[Cl:1][c:2]1[cH:3][c:4]([F:44])[c:5]([NH:32][C:33](=[O:34])[NH:35][c:36]2[cH:37][c:38]([F:43])[cH:39][c:40]([CH3:42])[cH:41]2)[cH:6][c:7]1-[c:8]1[c:9](=[O:31])[n:10]([CH2:29][CH3:30])[c:11]2[cH:12][c:13]([N:18]([CH3:19])[CH2:20][c:21]3[cH:22][cH:23][c:24]([O:25][CH3:26])[cH:27][cH:28]3)[n:14][cH:15][c:16]2[cH:17]1.[F:53][C:54]([F:55])([F:56])[C:57]([OH:58])=[O:59]>>[Cl:1][c:2]1[cH:3][c:4]([F:44])[c:5]([NH:32][C:33](=[O:34])[NH:35][c:36]2[cH:37][c:38]([F:43])[cH:39][c:40]([CH3:42])[cH:41]2)[cH:6][c:7]1-[c:8]1[c:9](=[O:31])[n:10]([CH2:29][CH3:30])[c:11]2[cH:12][c:13]([NH:18][CH3:19])[n:14][cH:15][c:16]2[cH:17]1.